This data is from the Open Reaction Database (ORD), a public repository of structured organic reaction records. The task is: describe an organic reaction: reactants, conditions, products, and yield Yields the product COC(=O)c1cc(OC)c([N+](=O)[O-])cc1F. Starting materials: Cc1ccccc1, CO, C[Si](C)(C)C=[N+]=[N-], CCCCCC, CCOCC, COc1cc(C(=O)O)c(F)cc1[N+](=O)[O-]. RXN SMILES: [CH3:16][c:17]1[cH:18][cH:19][cH:20][cH:21][cH:22]1.[CH3:23][OH:24].[CH3:25][Si:26]([CH:27]=[N+:28]=[N-:29])([CH3:30])[CH3:31].[CH3:32][CH2:33][CH2:34][CH2:35][CH2:36][CH3:37].[CH3:38][CH2:39][O:40][CH2:41][CH3:42].[F:1][c:2]1[c:3]([C:4](=[O:5])[OH:6])[cH:7][c:8]([O:14][CH3:15])[c:9]([N+:11](=[O:12])[O-:13])[cH:10]1>>[F:1][c:2]1[c:3]([C:4]([O:5][CH3:16])=[O:6])[cH:7][c:8]([O:14][CH3:15])[c:9]([N+:11](=[O:12])[O-:13])[cH:10]1. The reactants are CC(C)(C)C1=CC=C(C=C1)C(CCCN1CCC(CC1)C(=O)C1=NC2=C(N1CC1=CC=C(C=C1)F)C=CC=C2)=O (1-[4-(1,1-dimethylethyl)phenyl]-4-[4-[[1-[(4-fluorophenyl)methyl]-1H-benzimidazol-2-yl]carbonyl]-1-piperidinyl]-1-butanone), [BH4-].[Na+] (NaBH4). Run in CO (methanol). Conditions: time 8 hour. Product: CC(C)(C)C1=CC=C(C=C1)C(CCCN1CCC(CC1)C(O)C1=NC2=C(N1CC1=CC=C(C=C1)F)C=CC=C2)O (α-[1-[4-[4-(1,1-dimethylethyl)phenyl]-4-hydroxybutyl]-4-piperidinyl]-1-[(4-fluorophenyl)methyl]-1H-benzimidazole-2methanol). Reaction SMILES: [CH3:1][C:2]([C:5]1[CH:10]=[CH:9][C:8]([C:11](=[O:40])[CH2:12][CH2:13][CH2:14][N:15]2[CH2:20][CH2:19][CH:18]([C:21]([C:23]3[N:27]([CH2:28][C:29]4[CH:34]=[CH:33][C:32]([F:35])=[CH:31][CH:30]=4)[C:26]4[CH:36]=[CH:37][CH:38]=[CH:39][C:25]=4[N:24]=3)=[O:22])[CH2:17][CH2:16]2)=[CH:7][CH:6]=1)([CH3:4])[CH3:3].[BH4-].[Na+]>CO>[CH3:4][C:2]([C:5]1[CH:10]=[CH:9][C:8]([CH:11]([OH:40])[CH2:12][CH2:13][CH2:14][N:15]2[CH2:20][CH2:19][CH:18]([CH:21]([C:23]3[N:27]([CH2:28][C:29]4[CH:34]=[CH:33][C:32]([F:35])=[CH:31][CH:30]=4)[C:26]4[CH:36]=[CH:37][CH:38]=[CH:39][C:25]=4[N:24]=3)[OH:22])[CH2:17][CH2:16]2)=[CH:7][CH:6]=1)([CH3:1])[CH3:3] |f:1.2|. Reported procedure: To a stirred, room temperature, solution of 1-[4-(1,1-dimethylethyl)phenyl]-4-[4-[[1-[(4-fluorophenyl)methyl]-1H-benzimidazol-2-yl]carbonyl]-1-piperidinyl]-1-butanone (2.1 g, 3.9×10-3 mole) and methanol (80 ml) was added NaBH4 (0.42 g, 1.1×10-2 mole). After stirring overnight, the methanol was evaporated at reduced pressure. The concentrate was dissolved in a two phase mixture of EtOAc/H2O. The layers were separated and the aqueous layer was re-extracted with EtOAc. The EtOAc extracts were combi... The reactants are COCCBr, Cc1cc(C2CC2)cnc1N1CCN(C(=O)c2ccc(N3C(=O)OCC3CO)cc2)CC1. Product: COCCOCC1COC(=O)N1c1ccc(C(=O)N2CCN(c3ncc(C4CC4)cc3C)CC2)cc1. Reaction SMILES: [Br:33][CH2:34][CH2:35][O:36][CH3:37].[CH:1]1([c:4]2[cH:5][c:6]([CH3:32])[c:7]([N:10]3[CH2:11][CH2:12][N:13]([C:16](=[O:17])[c:18]4[cH:19][cH:20][c:21]([N:24]5[C:25](=[O:31])[O:26][CH2:27][CH:28]5[CH2:29][OH:30])[cH:22][cH:23]4)[CH2:14][CH2:15]3)[n:8][cH:9]2)[CH2:2][CH2:3]1>>[CH:1]1([c:4]2[cH:5][c:6]([CH3:32])[c:7]([N:10]3[CH2:11][CH2:12][N:13]([C:16](=[O:17])[c:18]4[cH:19][cH:20][c:21]([N:24]5[C:25](=[O:31])[O:26][CH2:27][CH:28]5[CH2:29][O:30][CH2:34][CH2:35][O:36][CH3:37])[cH:22][cH:23]4)[CH2:14][CH2:15]3)[n:8][cH:9]2)[CH2:2][CH2:3]1. Reactants: C(Cl)Cl.CO (CH2Cl2 MeOH), NC=1C=C(C=CC1)CCC(=O)NC=1C=C2C(C(N(C2=CC1[N+](=O)[O-])CCCCC)=O)(C)C (3-(3-amino-phenyl)-N-(3,3-dimethyl-6-nitro-2-oxo-1-pentyl-2,3-dihydro-1H-indol-5-yl)-propionamide). The product is CC1(C(N(C=2C=C3C(=CC12)NC(=N3)CCC=3C=C(C=CC3)NC(C)=O)CCCCC)=O)C (N-{3-[2-(7,7-dimethyl-6-oxo-5-pentyl-1,5,6,7-tetrahydro-imidazo[4,5-f]indol-2-yl)-ethyl]-phenyl}-acetamide). As a reaction SMILES: [NH2:1][C:2]1[CH:3]=[C:4]([CH2:8][CH2:9][C:10]([NH:12][C:13]2[CH:14]=[C:15]3[C:19](=[CH:20][C:21]=2[N+:22]([O-])=O)[N:18]([CH2:25][CH2:26][CH2:27][CH2:28][CH3:29])[C:17](=[O:30])[C:16]3([CH3:32])[CH3:31])=O)[CH:5]=[CH:6][CH:7]=1.[CH2:33](Cl)Cl.[CH3:36][OH:37]>>[CH3:31][C:16]1([CH3:32])[C:15]2[CH:14]=[C:13]3[NH:12][C:10]([CH2:9][CH2:8][C:4]4[CH:3]=[C:2]([NH:1][C:36](=[O:37])[CH3:33])[CH:7]=[CH:6][CH:5]=4)=[N:22][C:21]3=[CH:20][C:19]=2[N:18]([CH2:25][CH2:26][CH2:27][CH2:28][CH3:29])[C:17]1=[O:30] |f:1.2|. Procedure: N-{3-[2-(7,7-Dimethyl-6-oxo-5-pentyl-1,5,6,7-tetrahydro-imidazo[4,5-f]indol-2-yl)-ethyl]-phenyl}-acetamide is prepared from 3-(3-amino-phenyl)-N-(3,3-dimethyl-6-nitro-2-oxo-1-pentyl-2,3-dihydro-1H-indol-5-yl)-propionamide as described in Example 3b. Under the microwave conditions the acetylated product is formed. The desired N-{3-[2-(7,7-dimethyl-6-oxo-5-pentyl-1,5,6,7-tetrahydro-imidazo[4,5-f]indol-2-yl)-ethyl]-phenyl}-acetamide (229 mg) is obtained by flash chromatography on silica gel eluting... Starting materials: C(C)(C)(C)O[C@H](C)[C@@H]1N(C(OC1)=O)C1=NC(=NC(=C1)C(F)F)S(=O)(=O)C ((R)-4-((R)-1-tert-butoxyethyl)-3-(6-(difluoromethyl)-2-(methylsulfonyl)pyrimidin-4-yl)oxazolidin-2-one), ClC1=CC=C(C=C1)C1=NOC(=N1)[C@H](C)N ((S)-1-(3-(4-chlorophenyl)-1,2,4-oxadiazol-5-yl)ethanamine), C(C)N(C(C)C)C(C)C (N-ethyl-N-isopropylpropan-2-amine). Solvent: CS(=O)C (DMSO), C(Cl)Cl (DCM), O (water). The product is C(C)(C)(C)O[C@H](C)[C@@H]1N(C(OC1)=O)C1=NC(=NC(=C1)C(F)F)N[C@@H](C)C1=NC(=NO1)C1=CC=C(C=C1)Cl ((R)-4-((R)-1-tert-butoxyethyl)-3-(2-((S)-1-(3-(4-chlorophenyl)-1,2,4-oxadiazol-5-yl)ethylamino)-6-(difluoromethyl)pyrimidin-4-yl)oxazolidin-2-one). Yield: 37.0%. As a reaction SMILES: [C:1]([O:5][C@@H:6]([C@H:8]1[CH2:12][O:11][C:10](=[O:13])[N:9]1[C:14]1[CH:19]=[C:18]([CH:20]([F:22])[F:21])[N:17]=[C:16](S(C)(=O)=O)[N:15]=1)[CH3:7])([CH3:4])([CH3:3])[CH3:2].[Cl:27][C:28]1[CH:33]=[CH:32][C:31]([C:34]2[N:38]=[C:37]([C@@H:39]([NH2:41])[CH3:40])[O:36][N:35]=2)=[CH:30][CH:29]=1.C(N(C(C)C)C(C)C)C>CS(C)=O.C(Cl)Cl.O>[C:1]([O:5][C@@H:6]([C@H:8]1[CH2:12][O:11][C:10](=[O:13])[N:9]1[C:14]1[CH:19]=[C:18]([CH:20]([F:22])[F:21])[N:17]=[C:16]([NH:41][C@H:39]([C:37]2[O:36][N:35]=[C:34]([C:31]3[CH:32]=[CH:33][C:28]([Cl:27])=[CH:29][CH:30]=3)[N:38]=2)[CH3:40])[N:15]=1)[CH3:7])([CH3:4])([CH3:3])[CH3:2]. Procedure: A solution of (R)-4-((R)-1-tert-butoxyethyl)-3-(6-(difluoromethyl)-2-(methylsulfonyl)pyrimidin-4-yl)oxazolidin-2-one (0.146 g, 0.371 mmol), (S)-1-(3-(4-chlorophenyl)-1,2,4-oxadiazol-5-yl)ethanamine (91 mg, 0.41 mmol, 1.1 equiv), and N-ethyl-N-isopropylpropan-2-amine (0.097 mL, 0.56 mmol, 1.5 equiv) in DMSO (2.0 mL) was heated at 85° C. for 18 h. The reaction was cooled to room temperature and diluted with DCM (20 mL) and water (20 mL). The layers were separated and the aqueous layer was extracte...